describe an organic reaction: reactants, conditions, products, and yield From a dataset of the Open Reaction Database (ORD), a public repository of structured organic reaction records. Reactants: ClC=1C(=NC=C(C1)C(F)(F)F)C1=CC(=C(C=C1)F)[N+](=O)[O-] (3-chloro-2-(4-fluoro-3-nitrophenyl)-5-trifluoromethylpyridine), N (ammonia). Run in O1CCCC1 (tetrahydrofuran). Conditions: temperature 23 celsius, time 3 day. Product: NC1=C(C=C(C=C1)C1=NC=C(C=C1Cl)C(F)(F)F)[N+](=O)[O-] (2-(4-Amino-3-nitrophenyl)-3-chloro-5-trifluoromethylpyridine). Reaction SMILES: [Cl:1][C:2]1[C:3]([C:12]2[CH:17]=[CH:16][C:15](F)=[C:14]([N+:19]([O-:21])=[O:20])[CH:13]=2)=[N:4][CH:5]=[C:6]([C:8]([F:11])([F:10])[F:9])[CH:7]=1.[NH3:22]>O1CCCC1>[NH2:22][C:15]1[CH:16]=[CH:17][C:12]([C:3]2[C:2]([Cl:1])=[CH:7][C:6]([C:8]([F:11])([F:10])[F:9])=[CH:5][N:4]=2)=[CH:13][C:14]=1[N+:19]([O-:21])=[O:20]. Procedure details: A solution of 50.0 g of 3-chloro-2-(4-fluoro-3-nitrophenyl)-5-trifluoromethylpyridine in 200 ml of tetrahydrofuran was treated with 200 g of a 25% strength by weight aqueous ammonia solution. After stirring at 23° C. for three days, the tetrahydrofuran was removed by distillation, whereupon the product crystallized. The crystals were separated off, washed with water and dried in a vacuum drying oven. Yield: 48.7 g (98%) of colorless crystals; m.p.: 126-127° C.